Dataset: the Open Reaction Database (ORD), a public repository of structured organic reaction records. Task: describe an organic reaction: reactants, conditions, products, and yield Reactants: CCO, [K+], Cc1ccc(S(=O)(=O)OCC(O)C(Cc2ccccc2)N=[N+]=[N-])cc1, [OH-]. Product: [N-]=[N+]=NC(Cc1ccccc1)C1CO1. As a reaction SMILES: [CH3:28][CH2:29][OH:30].[K+:2].[N:3](=[N+:4]=[N-:5])[CH:6]([CH:7]([CH2:8][O:9][S:10]([c:11]1[cH:12][cH:13][c:14]([CH3:15])[cH:16][cH:17]1)(=[O:18])=[O:19])[OH:20])[CH2:21][c:22]1[cH:23][cH:24][cH:25][cH:26][cH:27]1.[OH-:1]>>[N:3](=[N+:4]=[N-:5])[CH:6]([CH:7]1[CH2:8][O:20]1)[CH2:21][c:22]1[cH:23][cH:24][cH:25][cH:26][cH:27]1. Reactants: COC=1C=C2CCC(=C(C2=CC1)C(=O)C1=CC=C(C=C1)OC)C1=CC(=CC=C1)OC ([3,4-dihydro-6-methoxy-2-(3-methoxyphenyl)-1-naphthalenyl](4-methoxyphenyl)methanone), ClC=1C(C(=C(C(C1Cl)=O)C#N)C#N)=O (2,3-dichloro-5,6-dicyano-1,4-benzoquinone). The solvent is O1CCOCC1 (dioxane). Yields the product COC=1C=C2C=CC(=C(C2=CC1)C(=O)C1=CC=C(C=C1)OC)C1=CC(=CC=C1)OC ([6-Methoxy-2-(3-methoxyphenyl)-1-naphthalenyl](4-methoxyphenyl)methanone). The yield is 94.0%. As a reaction SMILES: [CH3:1][O:2][C:3]1[CH:4]=[C:5]2[C:10](=[CH:11][CH:12]=1)[C:9]([C:13]([C:15]1[CH:20]=[CH:19][C:18]([O:21][CH3:22])=[CH:17][CH:16]=1)=[O:14])=[C:8]([C:23]1[CH:28]=[CH:27][CH:26]=[C:25]([O:29][CH3:30])[CH:24]=1)[CH2:7][CH2:6]2.ClC1C(=O)C(C#N)=C(C#N)C(=O)C=1Cl>O1CCOCC1>[CH3:1][O:2][C:3]1[CH:4]=[C:5]2[C:10](=[CH:11][CH:12]=1)[C:9]([C:13]([C:15]1[CH:16]=[CH:17][C:18]([O:21][CH3:22])=[CH:19][CH:20]=1)=[O:14])=[C:8]([C:23]1[CH:28]=[CH:27][CH:26]=[C:25]([O:29][CH3:30])[CH:24]=1)[CH:7]=[CH:6]2. Reported procedure: A solution of [3,4-dihydro-6-methoxy-2-(3-methoxyphenyl)-1-naphthalenyl](4-methoxyphenyl)methanone (14.0 g, 35.0 mmol) was dissolved in anhydrous dioxane (400 mL) under an atmosphere of nitrogen. 2,3-dichloro-5,6-dicyano-1,4-benzoquinone (DDQ, 7.0 g, 31 mmol) was added and the solution was refluxed for 16 hours. The reaction mixture was allowed to cool to ambient temperature and the solid dihydroquinone byproduct (8.8 gm) was removed by filtration and discarded. The filtrate was concentrated to ... Reactants: Na,Ne dibenzyloxycarbonyl-L-lysine, CN1CCOCC1 (N-methylmorpholine), ClC(=O)OCC(C)C (isobutyl chloroformate), tripeptide ester, [H][H] (hydrogen), C(C)(=O)O (acetic acid). The reagents and catalysts are [Pd] (Pd-C). The solvent is C1CCOC1 (THF), C1CCOC1 (THF). Yields the product tripeptide ester, CC(=O)CC(=O)CC(=O)O (triacetate). RXN SMILES: CN1[CH2:7][CH2:6][O:5]CC1.ClC([O:11][CH2:12][CH:13](C)C)=O.[H][H].[C:18]([OH:21])(=[O:20])[CH3:19]>C1COCC1.[Pd]>[CH3:13][C:12]([CH2:7][C:6]([CH2:19][C:18]([OH:21])=[O:20])=[O:5])=[O:11]. Procedure: The resulting fully protected dipeptide ester was treated with 30% trifluoroacetic acid in dichloromethane at ambient temperature for 40 minutes, neutralized with saturated aqueous sodium bicarbonate solution, and extracted into ethyl acetate. Evaporation gave the partially deprotected dipeptide, which was redissolved in dry THF and added to a stirring solution of Na,Ne -dibenzyloxycarbonyl-L-lysine, N-methylmorpholine an isobutyl chloroformate in dry THF at -20° C. The formed, fully protected t...